Dataset: the Open Reaction Database (ORD), a public repository of structured organic reaction records. Task: describe an organic reaction: reactants, conditions, products, and yield The reactants are COC=1C=C(C(=O)N2CC(CC2)(C2=CC=CC=C2)CCN2CCC(CC2)C(=O)C2=NC3=C(N2CC=2N(C=CN2)CC2=CC=CC=C2)C=CC=C3)C=C(C1OC)OC (1-(3,4,5-trimethoxy-benzoyl)-3-[2-[4-[1-(1-benzyl-imidazol-2-ylmethyl)-1H-benzoimidazole-2-carbonyl]-piperidin-1-yl]-ethyl]-3-phenyl-pyrrolidine), C(=O)[O-].[NH4+] (ammonium formate). Reagents/catalysts: [Pd] (palladium-on-carbon). The solvent is CO (methanol). Run at time 18 hour. The product is COC=1C=C(C(=O)N2CC(CC2)(C2=CC=CC=C2)CCN2CCC(CC2)C(=O)C2=NC3=C(N2CC=2NC=CN2)C=CC=C3)C=C(C1OC)OC (1-(3,4,5-Trimethoxy-benzoyl)-3-[2-[4-[1-(imidazol-2-ylmethyl)-1H-benzoimidazole-2-carbonyl]-piperidin-1-yl]-ethyl]-3-phenyl-pyrrolidine). Reaction SMILES: [CH3:1][O:2][C:3]1[CH:4]=[C:5]([CH:51]=[C:52]([O:56][CH3:57])[C:53]=1[O:54][CH3:55])[C:6]([N:8]1[CH2:12][CH2:11][C:10]([CH2:19][CH2:20][N:21]2[CH2:26][CH2:25][CH:24]([C:27]([C:29]3[N:33]([CH2:34][C:35]4[N:36](CC5C=CC=CC=5)[CH:37]=[CH:38][N:39]=4)[C:32]4[CH:47]=[CH:48][CH:49]=[CH:50][C:31]=4[N:30]=3)=[O:28])[CH2:23][CH2:22]2)([C:13]2[CH:18]=[CH:17][CH:16]=[CH:15][CH:14]=2)[CH2:9]1)=[O:7].C([O-])=O.[NH4+]>CO.[Pd]>[CH3:57][O:56][C:52]1[CH:51]=[C:5]([CH:4]=[C:3]([O:2][CH3:1])[C:53]=1[O:54][CH3:55])[C:6]([N:8]1[CH2:12][CH2:11][C:10]([CH2:19][CH2:20][N:21]2[CH2:22][CH2:23][CH:24]([C:27]([C:29]3[N:33]([CH2:34][C:35]4[NH:39][CH:38]=[CH:37][N:36]=4)[C:32]4[CH:47]=[CH:48][CH:49]=[CH:50][C:31]=4[N:30]=3)=[O:28])[CH2:25][CH2:26]2)([C:13]2[CH:14]=[CH:15][CH:16]=[CH:17][CH:18]=2)[CH2:9]1)=[O:7] |f:1.2|. Procedure details: Combine 1-(3,4,5-trimethoxy-benzoyl)-3-[2-[4-[1-(1-benzyl-imidazol-2-ylmethyl)-1H-benzoimidazole-2-carbonyl]-piperidin-1-yl]-ethyl]-3-phenyl-pyrrolidine (5 mmol) and 10% palladium-on-carbon (1.5 g) in methanol (50 mL). Add anhydrous ammonium formate (25 mmol). Heat to reflux. After 18 hours, filter, rinse with dichloromethane, and evaporate the filtrate in vacuo to give the title compound. Reactants: amine, C(C1=CC=CC=C1)=N (benzaldehyde imine), lithium hexamethyldisilizane, C(C1=CC=CC=C1)N (benzylamine), C(C)(C)(C)OC(=O)OC(C1=CC=CC=C1)Cl (tert-butoxycarbonyloxy-benzyl chloride), C1(CCCCC1)N1C(=NC2=C1C=CC(=C2)C(=O)O)C2=COC=C2 (1-Cyclohexyl-2-furan-3-yl-1H-benzoimidazole-5-carboxylic acid). Solvent: C1CCOC1 (THF). Product: OC1=CC=C(C=C1)CC(C1=CC=CC=C1)NC(=O)C1=CC2=C(N(C(=N2)C2=COC=C2)C2CCCCC2)C=C1 (Racemic 1-cyclohexyl-2-furan-3-yl-1H-benzimidazole-5-carboxylic acid [2-(4-hydroxy-phenyl)-1-phenyl-ethyl]-amide). RXN SMILES: [CH:1](=[NH:8])[C:2]1[CH:7]=[CH:6][CH:5]=[CH:4][CH:3]=1.[CH2:9](N)[C:10]1[CH:15]=[CH:14][CH:13]=[CH:12][CH:11]=1.C([O:21]C(OC(Cl)C1C=CC=CC=1)=O)(C)(C)C.[CH:33]1([N:39]2[C:43]3[CH:44]=[CH:45][C:46]([C:48](O)=[O:49])=[CH:47][C:42]=3[N:41]=[C:40]2[C:51]2[CH:55]=[CH:54][O:53][CH:52]=2)[CH2:38][CH2:37][CH2:36][CH2:35][CH2:34]1>C1COCC1>[OH:21][C:13]1[CH:14]=[CH:15][C:10]([CH2:9][CH:1]([NH:8][C:48]([C:46]2[CH:45]=[CH:44][C:43]3[N:39]([CH:33]4[CH2:38][CH2:37][CH2:36][CH2:35][CH2:34]4)[C:40]([C:51]4[CH:55]=[CH:54][O:53][CH:52]=4)=[N:41][C:42]=3[CH:47]=2)=[O:49])[C:2]2[CH:7]=[CH:6][CH:5]=[CH:4][CH:3]=2)=[CH:11][CH:12]=1. Procedure: Following the general method of example 37, the benzaldehyde imine of benzylamine was alkylated with tert-butoxycarbonyloxy-benzyl chloride using lithium hexamethyldisilizane as a base at low temperature (−78° C.) in THF as solvent. Following the usual work up, the racemic amine was coupled to the carboxylic acid of example 2, to give after removal of the Boc group and purification by preparative C18 reversed-phase HPLC, the title compound of example 39. The reactants are CCOC(=O)CBr, CC(C)=O, [I-], [K+], COC(=O)CC1CNc2cccc([N+](=O)[O-])c21, [Na+], [Na+], O=C([O-])[O-]. Product: CCOC(=O)CN1CC(CC(=O)OC)c2c1cccc2[N+](=O)[O-]. RXN SMILES: [Br:26][CH2:27][C:28](=[O:29])[O:30][CH2:31][CH3:32].[CH3:33][C:34](=[O:35])[CH3:36].[I-:25].[K+:24].[N+:1](=[O:2])([O-:3])[c:4]1[c:5]2[c:9]([cH:10][cH:11][cH:12]1)[NH:8][CH2:7][CH:6]2[CH2:13][C:14](=[O:15])[O:16][CH3:17].[Na+:18].[Na+:19].[O-:20][C:21](=[O:22])[O-:23]>>[N+:1](=[O:2])([O-:3])[c:4]1[c:5]2[c:9]([cH:10][cH:11][cH:12]1)[N:8]([CH2:27][C:28](=[O:29])[O:30][CH2:31][CH3:32])[CH2:7][CH:6]2[CH2:13][C:14](=[O:15])[O:16][CH3:17]. Starting materials: O=C([O-])[O-], CCC(C)(C)c1ncn(CCl)n1, CN(C)C=O, Cl, N#CC(C#N)CCC(F)(F)F, [K+], [K+], O. Yields the product CCC(C)(C)c1ncn(CC(C#N)(C#N)CCC(F)(F)F)n1. As a reaction SMILES: [C:25](=[O:26])([O-:27])[O-:28].[CH3:2][C:3]([CH2:4][CH3:5])([CH3:6])[c:7]1[n:8][n:9]([CH2:12][Cl:13])[cH:10][n:11]1.[CH3:32][N:33]([CH3:34])[CH:35]=[O:36].[ClH:1].[F:14][C:15]([CH2:16][CH2:17][CH:18]([C:19]#[N:20])[C:21]#[N:22])([F:23])[F:24].[K+:29].[K+:30].[OH2:31]>>[CH3:2][C:3]([CH2:4][CH3:5])([CH3:6])[c:7]1[n:8][n:9]([CH2:12][C:18]([CH2:17][CH2:16][C:15]([F:14])([F:23])[F:24])([C:19]#[N:20])[C:21]#[N:22])[cH:10][n:11]1. Reactants: C(=O)(C(F)(F)F)O (TFA), C1C(=CC2=CC=CC=C12)N1CCCC1 (1-(1H-inden-2-yl)pyrrolidine), [Li]CCCC (n-BuLi), IC (Iodomethane), [Na+].[Cl-] (NaCl). Run in C(Cl)Cl (CH2Cl2), CC1OCCC1 (2-methyltetrahydrofuran). Conditions: temperature -55 celsius, time 15 minute. Product: CC1C(CC2=CC=CC=C12)=O (1-Methyl-1,3-dihydro-2H-inden-2-one). Reaction SMILES: C1[C:9]2[C:4](=[CH:5][CH:6]=[CH:7][CH:8]=2)C=C1N1CCCC1.[Li][CH2:16][CH2:17][CH2:18][CH3:19].IC.C(O)(C(F)(F)F)=[O:23].[Na+].[Cl-]>CC1CCCO1.C(Cl)Cl>[CH3:19][CH:18]1[C:9]2[C:4](=[CH:5][CH:6]=[CH:7][CH:8]=2)[CH2:16][C:17]1=[O:23] |f:4.5|. Procedure: A solution of 1-(1H-inden-2-yl)pyrrolidine (1.00 g, 5.40 mmol) in anhydrous 2-methyltetrahydrofuran (13.3 mL) was cooled to −55° C. and treated with a solution of n-BuLi (1.6 M in hexanes, 4.0 mL, 6.4 mmol) dropwise. The mixture was then stirred at −55° C. for 15 min. Iodomethane (0.4 mL, 6.3 mmol) was added and, after stirring for 5 min, the mixture was quenched by addition of 1 N HCl (6.7 mL). The solvent was removed in vacuo, water (17 mL) was added and the mixture was heated at reflux for 10...